Task: describe an organic reaction: reactants, conditions, products, and yield. Dataset: the Open Reaction Database (ORD), a public repository of structured organic reaction records Reactants: C(C)(=O)OC(C)=O (acetic anhydride), NCC1(CCN(CC1)C)O (4-Aminomethyl-4-hydroxy-1-methylpiperidine). Solvent: C(Cl)(Cl)Cl (chloroform). Conditions: time 30 minute. Yields the product C(C)(=O)NCC1(CCN(CC1)C)O (4-Acetamidomethyl-4-hydroxy-1-methylpiperidine). Reaction SMILES: [NH2:1][CH2:2][C:3]1([OH:10])[CH2:8][CH2:7][N:6]([CH3:9])[CH2:5][CH2:4]1.[C:11](OC(=O)C)(=[O:13])[CH3:12]>C(Cl)(Cl)Cl>[C:11]([NH:1][CH2:2][C:3]1([OH:10])[CH2:8][CH2:7][N:6]([CH3:9])[CH2:5][CH2:4]1)(=[O:13])[CH3:12]. Reported procedure: 4-Aminomethyl-4-hydroxy-1-methylpiperidine (0.83 g., 5.7 mmole) was dissolved in 10 ml. chloroform, and acetic anhydride (0.58 g., 5.7 mmole) was added. The reaction mixture warmed spontaneously to 40°-50° C. After 30 minutes, the solvent was evaporated and the crude residue was chromatographed on a silica gel column (Merck 7734), using 33:67 2% aqueous ammonia-methanol as eluent. The reactants are NCc1ccc(Cl)c(Cl)c1, Cc1cc(Cl)c2cccc(F)c2n1. Yields the product Cc1cc(NCc2ccc(Cl)c(Cl)c2)c2cccc(F)c2n1. As a reaction SMILES: [Cl:14][c:15]1[cH:16][c:17]([CH2:18][NH2:19])[cH:20][cH:21][c:22]1[Cl:23].[Cl:1][c:2]1[cH:3][c:4]([CH3:13])[n:5][c:6]2[c:7]([F:12])[cH:8][cH:9][cH:10][c:11]12>>[c:2]1([NH:19][CH2:18][c:17]2[cH:16][c:15]([Cl:14])[c:22]([Cl:23])[cH:21][cH:20]2)[cH:3][c:4]([CH3:13])[n:5][c:6]2[c:7]([F:12])[cH:8][cH:9][cH:10][c:11]12. The reactants are CC(NC(=O)OC(C)(C)C)c1cccc(N2CCN(c3ccccn3)CC2)c1, Cl, C1COCCO1. The product is CC(N)c1cccc(N2CCN(c3ccccn3)CC2)c1. Reaction SMILES: [C:1]([O:2][C:3](=[O:4])[NH:7][CH:8]([CH3:9])[c:10]1[cH:11][c:12]([N:16]2[CH2:17][CH2:18][N:19]([c:22]3[n:23][cH:24][cH:25][cH:26][cH:27]3)[CH2:20][CH2:21]2)[cH:13][cH:14][cH:15]1)([CH3:5])([CH3:6])[CH3:28].[ClH:29].[O:30]1[CH2:31][CH2:32][O:33][CH2:34][CH2:35]1>>[NH2:7][CH:8]([CH3:9])[c:10]1[cH:11][c:12]([N:16]2[CH2:17][CH2:18][N:19]([c:22]3[n:23][cH:24][cH:25][cH:26][cH:27]3)[CH2:20][CH2:21]2)[cH:13][cH:14][cH:15]1. Reactants: CC1=NCCN=C1C (2,3-dimethyl-5,6-dihydropyrazine), 90309w, [N+](=O)([O-])C=1C=C([N+](=CC1)[O-])C (4-nitro-2-picoline-N-oxide), CC1=NC=CN=C1C (2,3-dimethylpyrazine), C([O-])([O-])=O.[K+].[K+] (potassium carbonate). The product is C(C)C1=CC(=NC=C1)C (4-Ethyl-2-methylpyridine), COC=1C=C([N+](=CC1)[O-])C (4-Methoxy-2-picoline-N-oxide), COC1=CC(=NC=C1)C (4-methoxy-2-picoline). As a reaction SMILES: [CH3:1][C:2]1[C:7]([CH3:8])=N[CH:5]=[CH:4][N:3]=1.[CH3:9][C:10]1[C:15]([CH3:16])=[N:14][CH2:13][CH2:12]N=1.[N+]([C:20]1[CH:21]=[C:22]([CH3:27])[N+:23]([O-:26])=[CH:24][CH:25]=1)([O-])=O.[C:28](=O)([O-])[O-:29].[K+].[K+]>>[CH2:9]([C:8]1[CH:5]=[CH:4][N:3]=[C:2]([CH3:1])[CH:7]=1)[CH3:10].[CH3:28][O:29][C:20]1[CH:21]=[C:22]([CH3:27])[N+:23]([O-:26])=[CH:24][CH:25]=1.[CH3:28][O:29][C:9]1[CH:12]=[CH:13][N:14]=[C:15]([CH3:16])[CH:10]=1 |f:3.4.5|. Procedure: In the examples, certain of the starting materials were prepared in accordance with methods disclosed in the literature. For example, 2,3-dimethylpyrazine was prepared from 2,3-dimethyl-5,6-dihydropyrazine by the method of G. P. Rizzi, J. Org. Chem. 33, 1333 (1968) which itself was prepared by the procedure of T. Ishiguro and M. Matsumura, Yak. Zass. 78, 229 (1958). 4-Ethyl-2-methylpyridine was prepared by the procedure of Kaiser et al., J. Org. Chem. 38, 71 (1973). 4-Methoxy-2-picoline-N-oxide ... Reagents/catalysts: [Pd].C1(=CC=CC=C1)P(C1=CC=CC=C1)C1=CC=CC=C1.C1(=CC=CC=C1)P(C1=CC=CC=C1)C1=CC=CC=C1.C1(=CC=CC=C1)P(C1=CC=CC=C1)C1=CC=CC=C1.C1(=CC=CC=C1)P(C1=CC=CC=C1)C1=CC=CC=C1 (tetrakis-(triphenylphosphine) palladium), [Pd] (palladium). The solvent is C1=CC=CC=C1 (benzene), CCOCC (Et2O). Procedure details: According to the procedure of Kosugi et al, Chem. Letters 301 (1977) tetrakis-(triphenylphosphine) palladium [O] (60 mg) was added to a mixture of tributylallyltin (1.75 g, 0.0053 mol) and 8-bromo-1-ethyl-7-fluoro-1,3,4,9-tetrahydro-pyrano[3,4-b]indole-1-acetic acid, methyl ester (1.6 g, 0.0043 mol) in benzene (4.0 mL) under N2. The sealed tube was then heated to 80° C. for 15 hours, more palladium catalyst was added (30 mg), and heating continued for 42 hours at 110°-120° C. The cooled reaction... RXN SMILES: [CH2:1]([CH:5]([Sn])C=C(CCCC)CCCC)[CH2:2]CC.Br[C:18]1[C:19]([F:38])=[CH:20][CH:21]=[C:22]2[C:26]=1[NH:25][C:24]1[C:27]([CH2:36][CH3:37])([CH2:31][C:32]([O:34][CH3:35])=[O:33])[O:28][CH2:29][CH2:30][C:23]2=1>C1C=CC=CC=1.[Pd].CCOCC.[Pd].C1(P(C2C=CC=CC=2)C2C=CC=CC=2)C=CC=CC=1.C1(P(C2C=CC=CC=2)C2C=CC=CC=2)C=CC=CC=1.C1(P(C2C=CC=CC=2)C2C=CC=CC=2)C=CC=CC=1.C1(P(C2C=CC=CC=2)C2C=CC=CC=2)C=CC=CC=1>[CH2:36]([C:27]1([CH2:31][C:32]([O:34][CH3:35])=[O:33])[C:24]2[NH:25][C:26]3[C:22]([C:23]=2[CH2:30][CH2:29][O:28]1)=[CH:21][CH:20]=[C:19]([F:38])[C:18]=3[CH2:5][CH:1]=[CH2:2])[CH3:37] |f:5.6.7.8.9,^1:2|. Conditions: temperature 80 celsius, time 42 hour. The product is C(C)C1(OCCC2=C1NC1=C(C(=CC=C21)F)CC=C)CC(=O)OC (1-ethyl-7-fluoro-1,3,4,9-tetrahydro-8-(2-propenyl)-pyrano[3,4-b]indole-1-acetic acid, methyl ester). Yield: 78.0%. Starting materials: C(CCC)C(C=C(CCCC)CCCC)[Sn] (tributylallyltin), BrC=1C(=CC=C2C3=C(NC12)C(OCC3)(CC(=O)OC)CC)F (8-bromo-1-ethyl-7-fluoro-1,3,4,9-tetrahydro-pyrano[3,4-b]indole-1-acetic acid, methyl ester). The reactants are C(=O)(C(F)(F)F)O (TFA), C(C1=CC=CC=C1)OC(=O)N[C@@H]([C@@H](C)CC)C(=O)OCC(COC([C@@H](NC(=O)OCC1=CC=CC=C1)[C@@H](C)CC)=O)OCN1C=2N=C(NC(C2N=C1)=O)N (2-((2-Amino-1,6-dihydro-6-oxo-9H-purin-9-yl)methoxy)-1,3-propanediyl bis(N-((benzyloxy)carbonyl)-L-isoleucinate)), CO (MeOH), C21H 35 N7O6, C(Cl)Cl (CH2Cl2), CO (MeOH), ( 12,000 ). Reagents/catalysts: [Pd] (palladium on carbon). Run in O (H2O), C(C)(=O)O (acetic acid). Run at time 14 hour. Product: N[C@@H]([C@@H](C)CC)C(=O)OCC(COC([C@@H](N)[C@@H](C)CC)=O)OCN1C=2N=C(NC(C2N=C1)=O)N (2-((2-Amino-1,6-dihydro-6-oxo-9H-purin-9-yl)methoxy)-1,3-propanediyl bis(L-isoleucinate)). RXN SMILES: C(OC([NH:11][C@H:12]([C:17]([O:19][CH2:20][CH:21]([O:42][CH2:43][N:44]1[CH:52]=[N:51][C:50]2[C:49](=[O:53])[NH:48][C:47]([NH2:54])=[N:46][C:45]1=2)[CH2:22][O:23][C:24](=[O:41])[C@H:25]([C@H:37]([CH2:39][CH3:40])[CH3:38])[NH:26]C(OCC1C=CC=CC=1)=O)=[O:18])[C@H:13]([CH2:15][CH3:16])[CH3:14])=O)C1C=CC=CC=1.C(Cl)Cl.CO.C(O)(C(F)(F)F)=O>[Pd].C(O)(=O)C.O>[NH2:26][C@H:25]([C:24]([O:23][CH2:22][CH:21]([O:42][CH2:43][N:44]1[CH:52]=[N:51][C:50]2[C:49](=[O:53])[NH:48][C:47]([NH2:54])=[N:46][C:45]1=2)[CH2:20][O:19][C:17](=[O:18])[C@H:12]([C@H:13]([CH2:15][CH3:16])[CH3:14])[NH2:11])=[O:41])[C@H:37]([CH2:39][CH3:40])[CH3:38]. Reported procedure: A solution of the product of stage (a) (2.0 g, 2.66 mmol) and 10% palladium on carbon (250 mg, Aldrich) in glacial acetic acid (250 ml) was shaken on a Parr Hydrogenator under 30 to 35 psi H2 for 5 hours. Reaction progress was monitored by TLC (silica gel, CH2Cl2 :MeOH/9:1). The catalyst was removed by filtration (Millipore Prefilter). Dilution of the filtrate with ether caused the product to separate as an oil. After 14 hours at 5° C., the supernatant was decanted from a colourless gum, which w... The reactants are ClCCCNC1=CC=C(C=C1)F (N-(3-chloropropyl)-p-fluoroaniline), COC1=C(C=CC=C1)N1CCNCC1 (1-(o-methoxyphenyl)piperazine), C([O-])([O-])=O.[Na+].[Na+] (sodium carbonate), CN(C=O)C (dimethylformamide). The solvent is O (water). Yields the product FC1=CC=C(NCCCN2CCN(CC2)C2=C(C=CC=C2)OC)C=C1 (1-{3-(p-fluoroanilino)propyl}-4-(o-methoxyphenyl)piperazine). As a reaction SMILES: Cl[CH2:2][CH2:3][CH2:4][NH:5][C:6]1[CH:11]=[CH:10][C:9]([F:12])=[CH:8][CH:7]=1.[CH3:13][O:14][C:15]1[CH:20]=[CH:19][CH:18]=[CH:17][C:16]=1[N:21]1[CH2:26][CH2:25][NH:24][CH2:23][CH2:22]1.C(=O)([O-])[O-].[Na+].[Na+].CN(C)C=O>O>[F:12][C:9]1[CH:10]=[CH:11][C:6]([NH:5][CH2:4][CH2:3][CH2:2][N:24]2[CH2:23][CH2:22][N:21]([C:16]3[CH:17]=[CH:18][CH:19]=[CH:20][C:15]=3[O:14][CH3:13])[CH2:26][CH2:25]2)=[CH:7][CH:8]=1 |f:2.3.4|. Procedure details: A mixture of 1.9 g of N-(3-chloropropyl)-p-fluoroaniline, 1.9 g of 1-(o-methoxyphenyl)piperazine, 0.5 g of sodium carbonate and 50 ml of dimethylformamide was heated at 80°-90° C for 15 hours. After cooling, the reaction mixture was poured into water and extracted with benzene. The extract was washed with water, dried over sodium sulfate and evaporated under reduced pressure to give 1-{3-(p-fluoroanilino)propyl}-4-(o-methoxyphenyl)piperazine, m.p. 79°-80° C; recrystallized from cyclohexane, m.p....